From a dataset of the Open Reaction Database (ORD), a public repository of structured organic reaction records. describe an organic reaction: reactants, conditions, products, and yield Reported procedure: In 4 ml of ethanol, 0.27 g of 5-carbamoyl-1,2,3,6-tetrahydropyridine trifluoroacetate and 0.36 g of 4-chloro-7-(4-isopropyl-2-methylthiophenyl)-2,5,6-trimethyl-7H-pyrrolo[2,3-d]pyrimidine were dissolved, and subsequently, 0.39 g of diisopropylethylamine was added thereto. The reaction mixture was heated under reflux for 8.5 hours, and subsequently, a saturated aqueous solution of sodium hydrogencarbonate was poured thereinto. The reaction mixture was extracted with ethyl acetate. The extract was... The yield is 26.7%. Run in C(C)O (ethanol). Reactants: FC(C(=O)O)(F)F.C(N)(=O)C1=CCCNC1 (5-carbamoyl-1,2,3,6-tetrahydropyridine trifluoroacetate), ClC=1C2=C(N=C(N1)C)N(C(=C2C)C)C2=C(C=C(C=C2)C(C)C)SC (4-chloro-7-(4-isopropyl-2-methylthiophenyl)-2,5,6-trimethyl-7H-pyrrolo[2,3-d]pyrimidine), C(O)([O-])=O.[Na+] (sodium hydrogencarbonate), C(C)(C)N(CC)C(C)C (diisopropylethylamine). The product is C(N)(=O)C1=CCCN(C1)C=1C2=C(N=C(N1)C)N(C(=C2C)C)C2=C(C=C(C=C2)C(C)C)SC (4-(5-carbamoyl-1,2,3,6-tetrahydropyridin-1-yl)-7-(4-isopropyl-2-methylthiophenyl)-2,5,6-trimethyl-7H-pyrrolo[2,3-d]pyrimidine). Reaction SMILES: FC(F)(F)C(O)=O.[C:8]([C:11]1[CH2:16][NH:15][CH2:14][CH2:13][CH:12]=1)(=[O:10])[NH2:9].Cl[C:18]1[C:19]2[C:27]([CH3:28])=[C:26]([CH3:29])[N:25]([C:30]3[CH:35]=[CH:34][C:33]([CH:36]([CH3:38])[CH3:37])=[CH:32][C:31]=3[S:39][CH3:40])[C:20]=2[N:21]=[C:22]([CH3:24])[N:23]=1.C(N(C(C)C)CC)(C)C.C(=O)([O-])O.[Na+]>C(O)C>[C:8]([C:11]1[CH2:16][N:15]([C:18]2[C:19]3[C:27]([CH3:28])=[C:26]([CH3:29])[N:25]([C:30]4[CH:35]=[CH:34][C:33]([CH:36]([CH3:37])[CH3:38])=[CH:32][C:31]=4[S:39][CH3:40])[C:20]=3[N:21]=[C:22]([CH3:24])[N:23]=2)[CH2:14][CH2:13][CH:12]=1)(=[O:10])[NH2:9] |f:0.1,4.5|. Reactants: CCCC[N+](CCCC)(CCCC)CCCC.[F-] (TBAF), C[Si](C=1SC=CN1)(C)C (2-trimethylsilanyl-thiazole), [Li]CCCC (n-BuLi), O1CCOC12CCC(CC2)=O (1,4-dioxa-spiro[4.5]decan-8-one). The solvent is C1CCOC1 (THF), C1CCOC1 (THF), C1CCOC1 (THF). Conditions: temperature -78 celsius, time 20 minute. The product is S1C=NC=C1C1(CCC2(OCCO2)CC1)O (8-Thiazol-5-yl-1,4-dioxa-spiro[4.5]decan-8-ol). Reaction SMILES: C[Si](C)(C)[C:3]1[S:4][CH:5]=[CH:6][N:7]=1.[Li]CCCC.[O:15]1[C:19]2([CH2:24][CH2:23][C:22](=[O:25])[CH2:21][CH2:20]2)[O:18][CH2:17][CH2:16]1.CCCC[N+](CCCC)(CCCC)CCCC.[F-]>C1COCC1>[S:4]1[C:5]([C:22]2([OH:25])[CH2:23][CH2:24][C:19]3([O:18][CH2:17][CH2:16][O:15]3)[CH2:20][CH2:21]2)=[CH:6][N:7]=[CH:3]1 |f:3.4|. Procedure: A solution of 2-trimethylsilanyl-thiazole (Fluka, 5.0 g, 31.8 mmol) in THF (20 mL) at −78° C. was treated with n-BuLi (2.5 M in hexanes, 15.3 mL, 38.2 mmol) dropped slowly over 10 min. The reaction was stirred for an additional 20 min. at −78° C. A solution of 1,4-dioxa-spiro[4.5]decan-8-one (Aldrich, 6.0 g, 38 mmol) in THF (15 mL) was slowly dropped into the reaction. After addition, the reaction was stirred for an additional 2 hours at −78° C. The reaction was then quenched with water and warm... Starting materials: ClC1=CC(=NC=N1)N1NC=C(C1=O)C=1C=NC=CC1 (2-(6-Chloropyrimidin-4-yl)-4-pyridin-3-yl-1,2-dihydro-3H-pyrazol-3-one), C(C)O (ethanol), C(C)(C)N(C(C)C)CC (N,N-diisopropylethylamine), Cl.N1CC(C1)O (azetidin-3-ol hydrochloride). Solvent: C1CCOC1 (THF). Run at time 60 minute. Yields the product Cl.OC1CN(C1)C1=CC(=NC=N1)N1NC=C(C1=O)C=1C=NC=CC1 (2-[6-(3-Hydroxyazetidin-1-yl)pyrimidin-4-yl]-4-pyridin-3-yl-1,2-dihydro-3H-pyrazol-3-one hydrochloride). As a reaction SMILES: [Cl:1][C:2]1[N:7]=[CH:6][N:5]=[C:4]([N:8]2[C:12](=[O:13])[C:11]([C:14]3[CH:15]=[N:16][CH:17]=[CH:18][CH:19]=3)=[CH:10][NH:9]2)[CH:3]=1.C(N(CC)C(C)C)(C)C.Cl.[NH:30]1[CH2:33][CH:32]([OH:34])[CH2:31]1.C(O)C>C1COCC1>[ClH:1].[OH:34][CH:32]1[CH2:33][N:30]([C:2]2[N:7]=[CH:6][N:5]=[C:4]([N:8]3[C:12](=[O:13])[C:11]([C:14]4[CH:15]=[N:16][CH:17]=[CH:18][CH:19]=4)=[CH:10][NH:9]3)[CH:3]=2)[CH2:31]1 |f:2.3,6.7|. Procedure details: 100 mg (0.4 mmol) of the compound from Example 23, 94 mg (0.7 mmol) of N,N-diisopropylethylamine and 80 mg (0.7 mmol) of azetidin-3-ol hydrochloride are suspended in 3 ml of THF and reacted at 120° C. in a single-mode microwave oven (CEM Explorer) for 20 min. 2 ml of ethanol are then added, and the mixture is again reacted in a single-mode microwave oven (CEM Explorer) for 20 min. The mixture is then reacted initially at 120° C. for a further 60 min and then at 175° C. for 60 min in a single-mod... Reaction SMILES: [NH2:1][C:2]1[N:6]([C:7]2[CH:8]=[C:9]([CH:16]=[CH:17][C:18]=2[CH3:19])[C:10]([NH:12][CH:13]2[CH2:15][CH2:14]2)=[O:11])[CH:5]=[N:4][C:3]=1[C:20](=O)[C:21]1[CH:26]=[CH:25][CH:24]=[CH:23][CH:22]=1.[CH:28]([NH2:30])=O.C(O)(=O)C>C(Cl)Cl.O>[CH:13]1([NH:12][C:10](=[O:11])[C:9]2[CH:16]=[CH:17][C:18]([CH3:19])=[C:7]([N:6]3[CH:5]=[N:4][C:3]4[C:2]3=[N:1][CH:28]=[N:30][C:20]=4[C:21]3[CH:26]=[CH:25][CH:24]=[CH:23][CH:22]=3)[CH:8]=2)[CH2:15][CH2:14]1. The solvent is C(Cl)Cl (CH2Cl2), O (water). The product is C1(CC1)NC(C1=CC(=C(C=C1)C)N1C2=NC=NC(=C2N=C1)C1=CC=CC=C1)=O (N-Cyclopropyl-4-methyl-3-(6-phenyl-purin-9-yl)-benzamide). Starting materials: NC1=C(N=CN1C=1C=C(C(=O)NC2CC2)C=CC1C)C(C1=CC=CC=C1)=O (3-(5-amino-4-benzoyl-imidazol-1-yl)-N-cyclopropyl-4-methyl-benzamide), C(=O)N (formamide), C(C)(=O)O (acetic acid). Reported procedure: The mixture of 3-(5-amino-4-benzoyl-imidazol-1-yl)-N-cyclopropyl-4-methyl-benzamide (33 mg, 0.09 mmol), formamide (0.5 mL, excess), and acetic acid (0.1 mL) was heated in the microwave at 200° C. for 20 min. After cooling, the mixture was diluted with CH2Cl2 and water, and the CH2Cl2 layer was separated, dried over Na2SO4, filtered and concentrated. The crude product was purified by preparatory HPLC to provide the title compound (20 mg, 59%) as a white solid: HPLC tR=2.20 min; MS m/z 370.3 [M+H]... Run at temperature 200 celsius. Isolated yield 59.0%. The reactants are N1([C@H](C(=O)O)CC(C1)(C)C)C(=O)OC(C)(C)C (Boc-Pro(4,4-diMe)-OH), S(=O)(Cl)Cl (thionylchloride), CO (methanol). Reaction conditions: time 6 hour. Product: Cl.COC([C@H]1NCC(C1)(C)C)=O (4,4-dimethylproline methylester hydrochloride salt). Reaction SMILES: [N:1]1(C(OC(C)(C)C)=O)[CH2:8][C:7]([CH3:10])([CH3:9])[CH2:6][C@H:2]1[C:3]([OH:5])=[O:4].S(Cl)([Cl:20])=O.[CH3:22]O>>[ClH:20].[CH3:22][O:5][C:3](=[O:4])[C@@H:2]1[CH2:6][C:7]([CH3:10])([CH3:9])[CH2:8][NH:1]1 |f:3.4|. Procedure details: To a solution of Boc-Pro(4,4-diMe)-OH (0.5 g, 2.06 mmol) in anhydrous methanol (8 ml) was added dropwise thionylchloride (448 I, 6.18 mmol) and the reaction was stirred for six hours at room temperature. The reaction mixture was concentrated to an amorphous solid (377 mg, 95%). Starting materials: COc1ccc(COC(=O)CCCBr)cc1, CCCCCCCC=CC(=O)c1c[nH]c2ccccc12, CCCCCCC(=O)c1c[nH]c2ccccc12. Yields the product CCCCCCCC=CC(=O)c1cn(CCCC(=O)OCc2ccc(OC)cc2)c2ccccc12. As a reaction SMILES: [Br:38][CH2:39][CH2:40][CH2:41][C:42](=[O:43])[O:44][CH2:45][c:46]1[cH:47][cH:48][c:49]([O:52][CH3:53])[cH:50][cH:51]1.[C:1]([CH:2]=[CH:3][CH2:4][CH2:5][CH2:6][CH2:7][CH2:8][CH2:9][CH3:10])(=[O:11])[c:12]1[cH:13][nH:14][c:15]2[cH:16][cH:17][cH:18][cH:19][c:20]12.[C:21]([c:22]1[c:23]2[c:24]([cH:25][cH:26][cH:27][cH:28]2)[nH:29][cH:30]1)(=[O:31])[CH2:32][CH2:33][CH2:34][CH2:35][CH2:36][CH3:37]>>[C:1]([CH:2]=[CH:3][CH2:4][CH2:5][CH2:6][CH2:7][CH2:8][CH2:9][CH3:10])(=[O:11])[c:12]1[cH:13][n:14]([CH2:39][CH2:40][CH2:41][C:42](=[O:43])[O:44][CH2:45][c:46]2[cH:47][cH:48][c:49]([O:52][CH3:53])[cH:50][cH:51]2)[c:15]2[cH:16][cH:17][cH:18][cH:19][c:20]12. Starting materials: FC1=C(C=CC(=C1)NC(=O)OCC1=CC=CC=C1)N1CSCC1 (3-[2-fluoro-4-(benzyloxycarbonyl) aminophenyl]thiazolidine), C(CCC)[Li] (n-butyllitium), C([C@H]1CO1)OC(CCC)=O ((R)--(-)-glycidylbutyrate). Product: FC=1C=C(C=CC1N1CSCC1)N1C(O[C@H](C1)CO)=O ((R)- [3-[3-fluoro-4-(3-thiazolidinyl)phenyl]-2-oxo-5-oxazolidinyl]methanol). Yield: 74.8%. RXN SMILES: [F:1][C:2]1[CH:7]=[C:6]([NH:8][C:9](OCC2C=CC=CC=2)=O)[CH:5]=[CH:4][C:3]=1[N:19]1[CH2:23][CH2:22][S:21][CH2:20]1.C([Li])CCC.[CH2:29]([O:33][C:34](=[O:38])CCC)[C@@H:30]1[O:32]C1>>[F:1][C:2]1[CH:7]=[C:6]([N:8]2[CH2:9][C@H:29]([CH2:30][OH:32])[O:33][C:34]2=[O:38])[CH:5]=[CH:4][C:3]=1[N:19]1[CH2:23][CH2:22][S:21][CH2:20]1. Reported procedure: Using the same general procedure as step 3 of example 1, 3-[2-fluoro-4-(benzyloxycarbonyl) aminophenyl]thiazolidine (692 mg, 2.24 mmol) was treated sequentially with n-butyllitium (1.5 mL, 2.40 mmol) and (R)--(-)-glycidylbutyrate (0.33 mL, 2.33 mmol) to provide 500 mg (78%) of the title compound. Recystallization from methylene chloridelhexane provided an analytical sample with a melting point of 96°-97° C. Starting materials: C=CCC(CN(C)C(=O)c1cc(C#N)cc2ccccc12)c1ccc(F)cc1, C1CCOC1, C[N+]1([O-])CCOCC1, CC(C)=O, CC(C)(C)O, [O-][I+3]([O-])([O-])[O-], [Na+], [Na+], O=[Os](=O)(=O)=O, O, O=S([O-])O. Product: CN(CC(CC=O)c1ccc(F)cc1)C(=O)c1cc(C#N)cc2ccccc12. Reaction SMILES: [C:1](#[N:2])[c:3]1[cH:4][c:5]([C:13](=[O:14])[N:15]([CH3:16])[CH2:17][CH:18]([CH2:19][CH:20]=[CH2:21])[c:22]2[cH:23][cH:24][c:25]([F:28])[cH:26][cH:27]2)[c:6]2[cH:7][cH:8][cH:9][cH:10][c:11]2[cH:12]1.[CH2:58]1[O:59][CH2:60][CH2:61][CH2:62]1.[CH3:29][N+:30]1([O-:31])[CH2:32][CH2:34][O:33][CH2:35][CH2:36]1.[CH3:48][C:49](=[O:50])[CH3:51].[CH3:52][C:53]([OH:54])([CH3:55])[CH3:56].[I+3:42]([O-:43])([O-:44])([O-:45])[O-:46].[Na+:41].[Na+:47].[O:63]=[Os:64](=[O:65])(=[O:66])=[O:67].[OH2:57].[S:37](=[O:38])([OH:39])[O-:40]>>[C:1](#[N:2])[c:3]1[cH:4][c:5]([C:13](=[O:14])[N:15]([CH3:16])[CH2:17][CH:18]([CH2:19][CH:20]=[O:33])[c:22]2[cH:23][cH:24][c:25]([F:28])[cH:26][cH:27]2)[c:6]2[cH:7][cH:8][cH:9][cH:10][c:11]2[cH:12]1. The reactants are ice, ClC(C(=O)C=1NC=CC1)(Cl)Cl (2,2,2-Trichloro-1-(1H-pyrrol-2-yl)ethanone), [Al+3].[Cl-].[Cl-].[Cl-] (AlCl3), ClC(OC)Cl (dichloro-methoxy-methane). Solvent: C(Cl)Cl.[N+](=O)([O-])C (DCM nitromethane). Run at time 2 hour. The product is ClC(C(=O)C1=CC(=CN1)C=O)(Cl)Cl (5-(Trichloroacetyl)-1H-pyrrole-3-carbaldehyde). As a reaction SMILES: [Cl:1][C:2]([Cl:11])([Cl:10])[C:3]([C:5]1[NH:6][CH:7]=[CH:8][CH:9]=1)=[O:4].[Al+3].[Cl-].[Cl-].[Cl-].Cl[CH:17](Cl)[O:18]C>C(Cl)Cl.[N+](C)([O-])=O>[Cl:11][C:2]([Cl:1])([Cl:10])[C:3]([C:5]1[NH:6][CH:7]=[C:8]([CH:17]=[O:18])[CH:9]=1)=[O:4] |f:1.2.3.4,6.7|. Procedure: To a solution of the compound obtained in Step A (87 mmoles) and AlCl3 in a DCM/nitromethane mixture (80 ml/80 ml) there is added, dropwise, at −30° C., dichloro-methoxy-methane (130.5 mmoles). After stirring for two hours, the reaction mixture is poured into 800 ml of ice-cold water. The aqueous phase is extracted with AcOEt, and then the organic phases are combined. The organic phase is washed with saturated aqueous NaCl solution, dried over sodium sulphate, filtered and evaporated to dryness ... The reactants are CCOC(=O)c1cccc(C2=CCN(C(=O)OC(C)(C)C)CC2)c1, CO. The product is CCOC(=O)c1cccc(C2CCN(C(=O)OC(C)(C)C)CC2)c1. RXN SMILES: [CH2:1]([CH3:2])[O:3][C:4](=[O:5])[c:6]1[cH:7][c:8]([C:12]2=[CH:17][CH2:16][N:15]([C:18](=[O:19])[O:20][C:21]([CH3:22])([CH3:23])[CH3:24])[CH2:14][CH2:13]2)[cH:9][cH:10][cH:11]1.[CH3:25][OH:26]>>[CH2:1]([CH3:2])[O:3][C:4](=[O:5])[c:6]1[cH:7][c:8]([CH:12]2[CH2:13][CH2:14][N:15]([C:18](=[O:19])[O:20][C:21]([CH3:22])([CH3:23])[CH3:24])[CH2:16][CH2:17]2)[cH:9][cH:10][cH:11]1.